From a dataset of the Open Reaction Database (ORD), a public repository of structured organic reaction records. describe an organic reaction: reactants, conditions, products, and yield Starting materials: CC(=O)OC(C)=O, O=C(O)c1ccc2c(=O)c3cc(OCCOCCO)ccc3oc2c1. Product: CC(=O)OCCOCCOc1ccc2oc3cc(C(=O)O)ccc3c(=O)c2c1. RXN SMILES: [CH3:26][C:27](=[O:28])[O:29][C:30](=[O:31])[CH3:32].[OH:1][CH2:2][CH2:3][O:4][CH2:5][CH2:6][O:7][c:8]1[cH:9][c:10]2[c:11](=[O:25])[c:12]3[cH:13][cH:14][c:15]([C:22](=[O:23])[OH:24])[cH:16][c:17]3[o:18][c:19]2[cH:20][cH:21]1>>[O:1]([CH2:2][CH2:3][O:4][CH2:5][CH2:6][O:7][c:8]1[cH:9][c:10]2[c:11](=[O:25])[c:12]3[cH:13][cH:14][c:15]([C:22](=[O:23])[OH:24])[cH:16][c:17]3[o:18][c:19]2[cH:20][cH:21]1)[C:27]([CH3:26])=[O:28]. Starting materials: [O-2].[Mg+2] (magnesium oxide), [OH-].[Mg+2].[OH-] (magnesium hydroxide), B([O-])([O-])[O-] (borate). Yields the product B([O-])([O-])[O-].[Mg+2].B([O-])([O-])[O-].[Mg+2].[Mg+2] (magnesium borate). RXN SMILES: [O-2].[Mg+2:2].[OH-].[Mg+2].[OH-].[B:6]([O-:9])([O-:8])[O-:7]>>[B:6]([O-:9])([O-:8])[O-:7].[Mg+2:2].[B:6]([O-:9])([O-:8])[O-:7].[Mg+2:2].[Mg+2:2] |f:0.1,2.3.4,6.7.8.9.10|. Procedure: Next, in the U.S. Pat. No. 4,620,947, magnesium oxide or magnesium hydroxide powder is first added into the borate solution to form magnesium borate, into which cement is then added and the mixture is agitated. Finally, before colloids are formed calcium oxide or calcium hydroxide is added for solidification. Following the conditions used in this patent, the concentration of boric acid in the liquid waste is about 10 wt % and weight of the lime, cement, magnesium hydroxide and calcium oxide adde... Starting materials: ClCCl, N#Cc1ccn(CO)n1, O=S(Cl)Cl. Product: N#Cc1ccn(CCl)n1. RXN SMILES: [Cl:14][CH2:15][Cl:16].[OH:1][CH2:2][n:3]1[n:4][c:5]([C:8]#[N:9])[cH:6][cH:7]1.[S:10]([Cl:11])([Cl:12])=[O:13]>>[CH2:2]([n:3]1[n:4][c:5]([C:8]#[N:9])[cH:6][cH:7]1)[Cl:12].